This data is from the Open Reaction Database (ORD), a public repository of structured organic reaction records. The task is: describe an organic reaction: reactants, conditions, products, and yield The reactants are C1(=CC=C(C=C1)S(=O)(=O)Cl)C (p-toluenesulphonyl chloride), OCCC1COC2=C(O1)C=CC=C2 (2-(2-hydroxyethyl)benzo-1,4-dioxan). Solvent: N1=CC=CC=C1 (pyridine). Conditions: time 3 hour. Product: C1(=CC=C(C=C1)S(=O)(=O)OCCC1COC2=C(O1)C=CC=C2)C (2-[2-(p-toluenesulphonyloxy)ethyl]-benzo-1,4-dioxan). The yield is 77.3%. RXN SMILES: [C:1]1([CH3:11])[CH:6]=[CH:5][C:4]([S:7](Cl)(=[O:9])=[O:8])=[CH:3][CH:2]=1.[OH:12][CH2:13][CH2:14][CH:15]1[O:20][C:19]2[CH:21]=[CH:22][CH:23]=[CH:24][C:18]=2[O:17][CH2:16]1>N1C=CC=CC=1>[C:1]1([CH3:11])[CH:6]=[CH:5][C:4]([S:7]([O:12][CH2:13][CH2:14][CH:15]2[O:20][C:19]3[CH:21]=[CH:22][CH:23]=[CH:24][C:18]=3[O:17][CH2:16]2)(=[O:9])=[O:8])=[CH:3][CH:2]=1. Reported procedure: 12.20 g (64 mmol) of p-toluenesulphonyl chloride are added at room temperature and while stirring to a solution of 10.81 g (60 mmol) of 2-(2-hydroxyethyl)benzo-1,4-dioxan in 35 ml of absolute pyridine, the slightly exothermic reaction being maintained at room temperature by means of an ice bath. The reaction mixture is stirred for a further 3 hours at room temperature and then poured onto ice-water. The crystals formed are filtered off with suction, washed with water and dried in vacuo. 15.50 g ... Starting materials: C=Cc1ccc(OC)nc1, CN1CCCC1=O, CN1CCc2[nH]c3ccc(Cl)cc3c2C1, [K+], [OH-]. Product: COc1ccc(CCn2c3c(c4cc(Cl)ccc42)CN(C)CC3)cn1. RXN SMILES: [CH3:16][O:17][c:18]1[n:19][cH:20][c:21]([CH:24]=[CH2:25])[cH:22][cH:23]1.[CH3:28][N:29]1[CH2:30][CH2:31][CH2:32][C:33]1=[O:34].[Cl:1][c:2]1[cH:3][c:4]2[c:5]3[c:6]([nH:7][c:8]2[cH:9][cH:10]1)[CH2:11][CH2:12][N:13]([CH3:15])[CH2:14]3.[K+:27].[OH-:26]>>[Cl:1][c:2]1[cH:3][c:4]2[c:5]3[c:6]([n:7]([CH2:25][CH2:24][c:21]4[cH:20][n:19][c:18]([O:17][CH3:16])[cH:23][cH:22]4)[c:8]2[cH:9][cH:10]1)[CH2:11][CH2:12][N:13]([CH3:15])[CH2:14]3.